This data is from the Open Reaction Database (ORD), a public repository of structured organic reaction records. The task is: describe an organic reaction: reactants, conditions, products, and yield Reactants: C(=O)(N1C=NC=C1)N1C=NC=C1 (Carbonyldiimidazole), O1CCCC1 (tetrahydrofuran), N\C(\[C@@H]1CC[C@H](CC1)NC(OCC[Si](C)(C)C)=O)=N/O (2-(Trimethylsilyl)ethyl {trans-4-[(Z)-amino(hydroxyimino)methyl]cyclohexyl}carbamate). The solvent is ClCCl (dichloromethane). Run at temperature 50 celsius, time 24 hour. Product: O=C1NC(=NO1)[C@@H]1CC[C@H](CC1)NC(OCC[Si](C)(C)C)=O (2-(Trimethylsilyl)ethyl [trans-4-(5-oxo-4,5-dihydro-1,2,4-oxadiazol-3-yl)cyclohexyl]carbamate). Isolated yield 62.3%. As a reaction SMILES: [C:1](N1C=CN=C1)(N1C=CN=C1)=[O:2].O1CCCC1.[NH2:18]/[C:19](=[N:36]\[OH:37])/[C@H:20]1[CH2:25][CH2:24][C@H:23]([NH:26][C:27](=[O:35])[O:28][CH2:29][CH2:30][Si:31]([CH3:34])([CH3:33])[CH3:32])[CH2:22][CH2:21]1>ClCCl>[O:2]=[C:1]1[O:37][N:36]=[C:19]([C@H:20]2[CH2:21][CH2:22][C@H:23]([NH:26][C:27](=[O:35])[O:28][CH2:29][CH2:30][Si:31]([CH3:33])([CH3:32])[CH3:34])[CH2:24][CH2:25]2)[NH:18]1. Reported procedure: Carbonyldiimidazole (1.24 g, 7.43 mmol) was added to a tetrahydrofuran (20 ml) solution of the compound (1.12 g, 3.71 mmol) obtained in Step 5 above under ice cooling and the resulting mixture was stirred at 50° C. for 24 hours. The reaction mixture was diluted with dichloromethane:methanol [10:1 (v/v)] and washed with 10% aqueous citric acid solution and saturated sodium bicarbonate solution in that order and then the organic layer was dried over anhydrous sodium sulfate. The solvent was concen...